This data is from the Open Reaction Database (ORD), a public repository of structured organic reaction records. The task is: describe an organic reaction: reactants, conditions, products, and yield Product: Cc1cc(C(F)(C(F)(F)F)C(F)(F)F)cc(C)c1NC(=O)c1ccc(C#N)c(N)c1F. Starting materials: Cc1cc(C(F)(C(F)(F)F)C(F)(F)F)cc(C)c1NC(=O)c1ccc(C#N)c(F)c1F, O=C([O-])[O-], CS(C)=O, [NH4+], [NH4+]. As a reaction SMILES: [C:1](#[N:2])[c:3]1[c:4]([F:31])[c:5]([F:30])[c:6]([C:7](=[O:8])[NH:9][c:10]2[c:11]([CH3:27])[cH:12][c:13]([C:17]([C:18]([F:19])([F:20])[F:21])([C:22]([F:23])([F:24])[F:25])[F:26])[cH:14][c:15]2[CH3:16])[cH:28][cH:29]1.[C:32](=[O:33])([O-:34])[O-:35].[CH3:38][S:39]([CH3:40])=[O:41].[NH4+:36].[NH4+:37]>>[C:1](#[N:2])[c:3]1[c:4]([NH2:36])[c:5]([F:30])[c:6]([C:7](=[O:8])[NH:9][c:10]2[c:11]([CH3:27])[cH:12][c:13]([C:17]([C:18]([F:19])([F:20])[F:21])([C:22]([F:23])([F:24])[F:25])[F:26])[cH:14][c:15]2[CH3:16])[cH:28][cH:29]1. The reactants are CC(=O)O[BH-](OC(C)=O)OC(C)=O, CC(=O)O, CC(C)Oc1ccc(-c2nc(-c3cccc4c(CC=O)cn(C)c34)no2)cc1Cl, ClCCl, NC1(C(=O)O)CC1, [Na+]. The product is CC(C)Oc1ccc(-c2nc(-c3cccc4c(CCNC5(C(=O)O)CC5)cn(C)c34)no2)cc1Cl. Reaction SMILES: [C:41]([O:42][BH-:43]([O:44][C:45](=[O:46])[CH3:47])[O:48][C:49](=[O:50])[CH3:51])(=[O:52])[CH3:53].[CH3:37][C:38](=[O:39])[OH:40].[Cl:1][c:2]1[cH:3][c:4](-[c:12]2[n:13][c:14](-[c:17]3[cH:18][cH:19][cH:20][c:21]4[c:22]([CH2:27][CH:28]=[O:29])[cH:23][n:24]([CH3:26])[c:25]34)[n:15][o:16]2)[cH:5][cH:6][c:7]1[O:8][CH:9]([CH3:10])[CH3:11].[Cl:55][CH2:56][Cl:57].[NH2:30][C:31]1([C:34]([OH:35])=[O:36])[CH2:32][CH2:33]1.[Na+:54]>>[Cl:1][c:2]1[cH:3][c:4](-[c:12]2[n:13][c:14](-[c:17]3[cH:18][cH:19][cH:20][c:21]4[c:22]([CH2:27][CH2:28][NH:30][C:31]5([C:34]([OH:35])=[O:36])[CH2:32][CH2:33]5)[cH:23][n:24]([CH3:26])[c:25]34)[n:15][o:16]2)[cH:5][cH:6][c:7]1[O:8][CH:9]([CH3:10])[CH3:11]. Starting materials: ClCCl, CC(C)(C)OC(=O)N1CCC(c2ccc(F)c(NC(=O)CCCCC(=O)c3ccccc3)c2)CC1, O=C(O)C(F)(F)F. Product: O=C(CCCCC(=O)c1ccccc1)Nc1cc(C2CCNCC2)ccc1F. Reaction SMILES: [Cl:43][CH2:44][Cl:45].[F:1][c:2]1[c:3]([NH:21][C:22]([CH2:23][CH2:24][CH2:25][CH2:26][C:27]([c:28]2[cH:29][cH:30][cH:31][cH:32][cH:33]2)=[O:34])=[O:35])[cH:4][c:5]([CH:8]2[CH2:9][CH2:10][N:11]([C:14]([O:15][C:16]([CH3:17])([CH3:18])[CH3:19])=[O:20])[CH2:12][CH2:13]2)[cH:6][cH:7]1.[OH:36][C:37]([C:38]([F:39])([F:40])[F:41])=[O:42]>>[F:1][c:2]1[c:3]([NH:21][C:22]([CH2:23][CH2:24][CH2:25][CH2:26][C:27]([c:28]2[cH:29][cH:30][cH:31][cH:32][cH:33]2)=[O:34])=[O:35])[cH:4][c:5]([CH:8]2[CH2:9][CH2:10][NH:11][CH2:12][CH2:13]2)[cH:6][cH:7]1. Reactants: FC1=C(C=O)C=CC=C1 (2-fluorobezaldehyde), thioethane, C(C)(C)SC1=C(C=O)C=CC=C1 (2-(Isopropylthio)benzaldehyde). Yields the product C(C)SC1=C(C=O)C=CC=C1 (2-(Ethylthio)benzaldehyde). Isolated yield 78.0%. As a reaction SMILES: FC1C=CC=CC=1C=O.[CH:10]([S:13][C:14]1[CH:21]=[CH:20][CH:19]=[CH:18][C:15]=1[CH:16]=[O:17])(C)[CH3:11]>>[CH2:10]([S:13][C:14]1[CH:21]=[CH:20][CH:19]=[CH:18][C:15]=1[CH:16]=[O:17])[CH3:11]. Procedure: 114A (10.4 g, 78% yield) was prepared from 2-fluorobezaldehyde (10 g, 81 mmol) and thioethane (5.5 g, 89 mmol) using a procedure similar to that used in the preparation of 11A. 1H NMR (400 MHz, Methanol-d4) δ ppm 1.23-1.42 (m, 3H) 2.98 (q, J=7.34 Hz, 2H) 7.17-7.37 (m, 1H) 7.38-7.64 (m, 2H) 7.81 (dd, J=7.70, 1.59 Hz, 1H) 10.30 (s, 1H). Starting materials: CC(Cl)c1cccnc1, Cc1ccccc1-n1ncc(C(=O)O)c1C. The reagents and catalysts are O=C([O-])[O-].[Cs+].[Cs+] (cesium carbonate), [I-].[K+] (potassium iodide). Solvent: CN(C)C=O (DMF), CN(C)C=O (dmf), CN(C)C=O (DMF). Conditions: temperature 70 celsius, time 16 hour. Yields the product Cc1ccccc1-n1ncc(C(=O)OC(C)c2cccnc2)c1C.